Dataset: the Open Reaction Database (ORD), a public repository of structured organic reaction records. Task: describe an organic reaction: reactants, conditions, products, and yield Reported procedure: 13.44 Grams (0.56 mole) of magnesium turnings are placed in a dried flask under N2 with 125 ml. of ether and a crystal of iodine. Six ml. of 65 ml. solution of 24.2 g. (0.14 mole) of p-methylthiobenzyl chloride in ether is added. After 3 to 5 minutes of stirring the iodine color disappears and the reaction begins. After aging for 5 minutes, the rest of the benzyl chloride is added dropwise over 45 minutes. It is rinsed in with 10 ml. of ether and the reaction aged for 2 hours with stirring. 21 G... Conditions: time 5 minute. Starting materials: [Mg] (magnesium), II (iodine), C(C1=CC=CC=C1)Cl (benzyl chloride), CSC1=CC=C(CCl)C=C1 (p-methylthiobenzyl chloride), II (iodine), FC=1C=C2CC(C(C2=CC1)=O)C (5-fluoro-2-methyl-1-indanone). As a reaction SMILES: [Mg].II.[CH3:4][S:5][C:6]1[CH:13]=[CH:12][C:9]([CH2:10]Cl)=[CH:8][CH:7]=1.C(Cl)C1C=CC=CC=1.[F:22][C:23]1[CH:24]=[C:25]2[C:29](=[CH:30][CH:31]=1)[C:28](=O)[CH:27]([CH3:33])[CH2:26]2>CCOCC>[F:22][C:23]1[CH:24]=[C:25]2[C:29](=[CH:30][CH:31]=1)[CH:28]([CH2:10][C:9]1[CH:12]=[CH:13][C:6]([S:5][CH3:4])=[CH:7][CH:8]=1)[C:27]([CH3:33])=[CH:26]2. The solvent is CCOCC (ether), CCOCC (ether), CCOCC (ether). Yields the product FC=1C=C2C=C(C(C2=CC1)CC1=CC=C(C=C1)SC)C (5-fluoro-2-methyl-1-(p-methylthiobenzyl)-indene).